This data is from the Open Reaction Database (ORD), a public repository of structured organic reaction records. The task is: describe an organic reaction: reactants, conditions, products, and yield The reactants are C(C)N1C(=C(C2=CC=CC=C12)C(=O)C1=C(C(=O)O)C(=C(C(=C1Cl)Cl)Cl)Cl)C (2-[(1-ethyl-2-methyl-3-indolyl)carbonyl]-3,4,5,6-tetrachlorobenzoic acid), CN(C1=CC(=CC=C1)N(C)C)C (N,N,N',N'-tetramethyl-m-phenylenediamine), C(C)(=O)OC(C)=O (acetic anhydride). The solvent is C1=CC=CC=C1 (benzene). Yields the product CN(C1=C(C=CC(=C1)N(C)C)C1(OC(=O)C2=C(C(=C(C(=C12)Cl)Cl)Cl)Cl)C1=C(N(C2=CC=CC=C12)CC)C)C (3-[2,4-bis(dimethylamino)phenyl]-3-(1-ethyl-2-methyl-3-indolyl)-4,5,6,7-tetrachlorophthalide). Isolated yield 12.7%. RXN SMILES: [CH2:1]([N:3]1[C:11]2[C:6](=[CH:7][CH:8]=[CH:9][CH:10]=2)[C:5]([C:12]([C:14]2[C:22]([Cl:23])=[C:21]([Cl:24])[C:20]([Cl:25])=[C:19]([Cl:26])[C:15]=2[C:16]([OH:18])=[O:17])=O)=[C:4]1[CH3:27])[CH3:2].[CH3:28][N:29]([CH3:39])[C:30]1[CH:35]=[CH:34][CH:33]=[C:32]([N:36]([CH3:38])[CH3:37])[CH:31]=1.C(OC(=O)C)(=O)C>C1C=CC=CC=1>[CH3:37][N:36]([CH3:38])[C:32]1[CH:31]=[C:30]([N:29]([CH3:39])[CH3:28])[CH:35]=[CH:34][C:33]=1[C:12]1([C:5]2[C:6]3[C:11](=[CH:10][CH:9]=[CH:8][CH:7]=3)[N:3]([CH2:1][CH3:2])[C:4]=2[CH3:27])[C:14]2[C:15](=[C:19]([Cl:26])[C:20]([Cl:25])=[C:21]([Cl:24])[C:22]=2[Cl:23])[C:16](=[O:18])[O:17]1. Procedure: A stirred mixture of 8.86 g of 2-[(1-ethyl-2-methyl-3-indolyl)carbonyl]-3,4,5,6-tetrachlorobenzoic acid, prepared as described in part A above, 4.0 g of N,N,N',N'-tetramethyl-m-phenylenediamine, and 10.0 ml of acetic anhydride was heated at reflux for a period of three hours. The reaction was then allowed to cool to room temperature, and the tan precipitate which formed was filtered and washed with isopropanol. The material thus obtained was dissolved in 500 ml of benzene and the resulting solut... Starting materials: C1(CC1)C(C)OC(NC=1C(=NOC1C1=CC=C(C=C1)Br)C)=O ([5-(4-bromo-phenyl)-3-methyl-isoxazol-4-yl]-carbamic acid 1-cyclopropyl-ethyl ester), C(C)OC(=O)C1(CC1)C1=CC=C(C=C1)B1OC(C(O1)(C)C)(C)C (1-[4-(4,4,5,5-tetramethyl-[1,3,2]dioxaborolan-2-yl)-phenyl]-cyclopropanecarboxylic acid ethyl ester). Product: C(C)OC(=O)C1(CC1)C1=CC=C(C=C1)C1=CC=C(C=C1)C1=C(C(=NO1)C)NC(=O)OC(C)C1CC1 (1-{4′-[4-(1-Cyclopropyl-ethoxycarbonylamino)-3-methyl-isoxazol-5-yl]-biphenyl-4-yl}-cyclopropanecarboxylic acid ethyl ester). Reaction SMILES: [CH:1]1([CH:4]([O:6][C:7](=[O:22])[NH:8][C:9]2[C:10]([CH3:21])=[N:11][O:12][C:13]=2[C:14]2[CH:19]=[CH:18][C:17](Br)=[CH:16][CH:15]=2)[CH3:5])[CH2:3][CH2:2]1.[CH2:23]([O:25][C:26]([C:28]1([C:31]2[CH:36]=[CH:35][C:34](B3OC(C)(C)C(C)(C)O3)=[CH:33][CH:32]=2)[CH2:30][CH2:29]1)=[O:27])[CH3:24]>>[CH2:23]([O:25][C:26]([C:28]1([C:31]2[CH:36]=[CH:35][C:34]([C:17]3[CH:18]=[CH:19][C:14]([C:13]4[O:12][N:11]=[C:10]([CH3:21])[C:9]=4[NH:8][C:7]([O:6][CH:4]([CH:1]4[CH2:3][CH2:2]4)[CH3:5])=[O:22])=[CH:15][CH:16]=3)=[CH:33][CH:32]=2)[CH2:29][CH2:30]1)=[O:27])[CH3:24]. Procedure: Prepared according to the procedure described in Example 1, Step 6 using [5-(4-bromo-phenyl)-3-methyl-isoxazol-4-yl]-carbamic acid 1-cyclopropyl-ethyl ester and 1-[4-(4,4,5,5-tetramethyl-[1,3,2]dioxaborolan-2-yl)-phenyl]-cyclopropanecarboxylic acid ethyl ester; the isolated material was then purified by preparative HPLC, using a Chiracel OD column (97:3 hexanes:EtOH) to provide enantiomer A and enantiomer B. Enantiomer A had a retention time of 27 minutes, enantiomer B had a retention time of 33... Reaction SMILES: F[C:2]1[CH:7]=[CH:6][C:5]([N+:8]([O-:10])=[O:9])=[CH:4][CH:3]=1.[CH3:11][CH:12]1[O:17][CH:16]([CH3:18])[CH2:15][NH:14][CH2:13]1.C(NC(C)C)(C)C>O>[CH3:18][C@H:16]1[O:17][C@H:12]([CH3:11])[CH2:13][N:14]([C:2]2[CH:7]=[CH:6][C:5]([N+:8]([O-:10])=[O:9])=[CH:4][CH:3]=2)[CH2:15]1.[CH3:18][C@H:16]1[O:17][C@@H:12]([CH3:11])[CH2:13][N:14]([C:2]2[CH:7]=[CH:6][C:5]([N+:8]([O-:10])=[O:9])=[CH:4][CH:3]=2)[CH2:15]1. Conditions: temperature 110 celsius. The product is C[C@@H]1CN(C[C@H](O1)C)C1=CC=C(C=C1)[N+](=O)[O-] (trans-2,6-dimethyl-4-(4-nitro-phenyl)-morpholine), C[C@@H]1CN(C[C@@H](O1)C)C1=CC=C(C=C1)[N+](=O)[O-] (cis-2,6-dimethyl-4-(4-nitro-phenyl)-morpholine). The reactants are FC1=CC=C(C=C1)[N+](=O)[O-] (1-fluoro-4-nitrobenzene), CC1CNCC(O1)C (2,6-dimethylmorpholine), C(C)(C)NC(C)C (diisopropylamine). Reported procedure: A mixture of 1-fluoro-4-nitrobenzene, 2,6-dimethylmorpholine (Purchased from Aldrich) and diisopropylamine was heated at 110° C. for 16 h. After being cooled to room temperature, the mixture was added water and extracted with EtOAc. The organic phase was dried over MgSO4, concentrated. The residue was purified by silica gel column chromatograghy eluted with EtOAc:hexanes (5 to 35% EtOAc) to give trans-2,6-dimethyl-4-(4-nitro-phenyl)-morpholine (258 mg) and cis-2,6-dimethyl-4-(4-nitro-phenyl)-mor... Solvent: O (water). Reaction SMILES: [Br:1][c:2]1[cH:3][c:4]([C:5](=[O:6])[NH:7][c:8]2[o:9][c:10]3[c:11]([n:12]2)[c:13]([O:24][CH3:25])[cH:14][cH:15][c:16]3-[c:17]2[cH:18][cH:19][c:20]([F:23])[cH:21][cH:22]2)[cH:26][cH:27][n:28]1.[C:29](=[O:30])([O-:31])[O-:32].[CH2:35]1[CH2:36][O:37][CH2:38][CH2:39][NH:40]1.[CH3:41][N:42]1[CH2:43][CH2:44][CH2:45][C:46]1=[O:47].[Cs+:33].[Cs+:34]>>[c:2]1([N:40]2[CH2:35][CH2:36][O:37][CH2:38][CH2:39]2)[cH:3][c:4]([C:5](=[O:6])[NH:7][c:8]2[o:9][c:10]3[c:11]([n:12]2)[c:13]([O:24][CH3:25])[cH:14][cH:15][c:16]3-[c:17]2[cH:18][cH:19][c:20]([F:23])[cH:21][cH:22]2)[cH:26][cH:27][n:28]1. Yields the product COc1ccc(-c2ccc(F)cc2)c2oc(NC(=O)c3ccnc(N4CCOCC4)c3)nc12. Reactants: COc1ccc(-c2ccc(F)cc2)c2oc(NC(=O)c3ccnc(Br)c3)nc12, O=C([O-])[O-], C1COCCN1, CN1CCCC1=O, [Cs+], [Cs+]. Reactants: CS(=O)(=O)O.CC=1C=C(C(=O)OC2=CC3=CC=C(C=C3C=C2)C(N)=N)C=CC1[N+](=O)[O-] (6-amidino-2-naphthyl 3-methyl-4-nitrobenzoate methanesulfonate), CS(=O)(=O)O (methanesulfonic acid), [H][H] (hydrogen). The reagents and catalysts are [Pd] (Pd-C). Run in CN(C)C=O (DMF). The product is CS(=O)(=O)O.CS(=O)(=O)O.NC1=C(C=C(C(=O)OC2=CC3=CC=C(C=C3C=C2)C(N)=N)C=C1)C (6-amidino-2-naphthyl 4-amino-3-methylbenzoate dimethanesulfonate). Reaction SMILES: [CH3:1][S:2]([OH:5])(=[O:4])=[O:3].[CH3:6][C:7]1[CH:8]=[C:9]([CH:26]=[CH:27][C:28]=1[N+:29]([O-])=O)[C:10]([O:12][C:13]1[CH:22]=[CH:21][C:20]2[C:15](=[CH:16][CH:17]=[C:18]([C:23](=[NH:25])[NH2:24])[CH:19]=2)[CH:14]=1)=[O:11].[CH3:32][S:33]([OH:36])(=[O:35])=[O:34].[H][H]>[Pd].CN(C=O)C>[CH3:1][S:2]([OH:5])(=[O:4])=[O:3].[CH3:32][S:33]([OH:36])(=[O:35])=[O:34].[NH2:29][C:28]1[CH:27]=[CH:26][C:9]([C:10]([O:12][C:13]2[CH:22]=[CH:21][C:20]3[C:15](=[CH:16][CH:17]=[C:18]([C:23](=[NH:24])[NH2:25])[CH:19]=3)[CH:14]=2)=[O:11])=[CH:8][C:7]=1[CH3:6] |f:0.1,6.7.8|. Procedure details: To 25 ml of DMF (anhydrous), were added 2.2 g of 6-amidino-2-naphthyl 3-methyl-4-nitrobenzoate methanesulfonate, 0.63 g of methanesulfonic acid, and 0.23 g of 10% Pd-C. Into the mixture, while being vigorously stirred, was introduced hydrogen. After removal of Pd-C by filtration, the reaction mixture was mixed with ethyl ether to separate an oily substance which was washed with ether and recrystallized from an ethanol-ethyl ether mixture to obtain 2.8 g of a white to pale brown powder of 6-amidi... Starting materials: C1CNCCN1, CC(C)Nc1c(Cl)cncc1Cl, Cl, Cc1ccccc1C. Product: CC(C)Nc1c(Cl)cncc1N1CCNCC1. As a reaction SMILES: [CH2:13]1[CH2:14][NH:15][CH2:16][CH2:17][NH:18]1.[Cl:1][c:2]1[cH:3][n:4][cH:5][c:6]([Cl:12])[c:7]1[NH:8][CH:9]([CH3:10])[CH3:11].[ClH:19].[c:20]1([CH3:21])[c:22]([CH3:23])[cH:24][cH:25][cH:26][cH:27]1>>[c:2]1([N:15]2[CH2:14][CH2:13][NH:18][CH2:17][CH2:16]2)[cH:3][n:4][cH:5][c:6]([Cl:12])[c:7]1[NH:8][CH:9]([CH3:10])[CH3:11]. The reactants are OC(C(=O)O)(CCNC1=NC=CC=C1)P(=O)(O)O (2-Hydroxy-2-phosphono-4-(2-pyridylamino)butanoic acid). The reagents and catalysts are [Pd] (palladium on carbon). Run in O (water). Run at time 2 day. Product: OC(C(=O)O)(CCN=C1NCCCC1)P(=O)(O)O (2-hydroxy-2-phosphono-4-((2-piperidinylidene)amino)butanoic acid). Reaction SMILES: [OH:1][C:2]([P:15]([OH:18])([OH:17])=[O:16])([CH2:6][CH2:7][NH:8][C:9]1[CH:14]=[CH:13][CH:12]=[CH:11][N:10]=1)[C:3]([OH:5])=[O:4]>[Pd].O>[OH:1][C:2]([P:15]([OH:17])([OH:18])=[O:16])([CH2:6][CH2:7][N:8]=[C:9]1[CH2:14][CH2:13][CH2:12][CH2:11][NH:10]1)[C:3]([OH:5])=[O:4]. Reported procedure: A mixture of 2-Hydroxy-2-phosphono-4-(2-pyridylamino)butanoic acid (1.5 g), 100 ml of distilled water, and 0.5 g of palladium on carbon catalyst is hydrogenated at 40 PSI on a Parr apparatus for 2 days. The catalyst is removed by filtration, and the filtrate is evaporated to dryness under vacuum. The resulting crude product is purified by recrystallization from water/ethanol to yield 2-hydroxy-2-phosphono-4-((2-piperidinylidene)amino)butanoic acid. The reactants are [N-]1C=NC=C1.C1=CC=C(C2=NC3=CC=CC=C3C=C12)C(=O)O (acridine-4-carboxylic acid imidazolide), NCCCN1CCN(CC1)CCCN (1,4-bis(3-aminopropyl)piperazine). The product is C1=CC=C(C2=NC3=CC=CC=C3C=C12)C(=O)NCCCN1CCN(CC1)CCCNC(=O)C1=CC=CC2=CC3=CC=CC=C3N=C12 (N1,N4-bis[(acridine-4-carboxamido)propyl]piperazine). The yield is 91.0%. Reaction SMILES: [N-]1[CH:5]=[CH:4][N:3]=[CH:2]1.[CH:6]1[C:19]2[C:10](=[N:11][C:12]3[C:17]([CH:18]=2)=[CH:16][CH:15]=[CH:14][CH:13]=3)[C:9]([C:20]([OH:22])=O)=[CH:8][CH:7]=1.[NH2:23][CH2:24][CH2:25][CH2:26][N:27]1[CH2:32][CH2:31][N:30]([CH2:33][CH2:34][CH2:35][NH2:36])[CH2:29][CH2:28]1>>[CH:6]1[C:19]2[C:10](=[N:11][C:12]3[C:17]([CH:18]=2)=[CH:16][CH:15]=[CH:14][CH:13]=3)[C:9]([C:20]([NH:36][CH2:35][CH2:34][CH2:33][N:30]2[CH2:29][CH2:28][N:27]([CH2:26][CH2:25][CH2:24][NH:23][C:20]([C:9]3[C:4]4[C:5](=[CH:16][C:17]5[C:2]([N:3]=4)=[CH:15][CH:14]=[CH:13][CH:12]=5)[CH:6]=[CH:7][CH:8]=3)=[O:22])[CH2:32][CH2:31]2)=[O:22])=[CH:8][CH:7]=1 |f:0.1|. Procedure details: Similar reaction of acridine-4-carboxylic acid imidazolide with 1,4-bis(3-aminopropyl)piperazine as above, and crystallization of the crude product from CH2Cl2 /EtOAc/iPr2O, gave N1,N4-bis[(acridine-4-carboxamido)propyl]piperazine (36) (91%). 1H NMR [(CD3)2SO] δ 11.39 (t, J=5.2 Hz, 2 H, 2×CONH), 9.33 (s, 2 H, H-9), 8.73 (d, J=7.0 Hz, 2 H, H-3), 8.38 (d, J=8.5 Hz, 2 H, ArH), 8.32-8.20 (m, 4 H, ArH), 7.97 (t, J=7.8 Hz, 2 H, ArH), 7.82-7.63 (m, 4 H, ArH), 3.57 (q, J=6.0 Hz, 4 H, 2×NHCH2), 2.6-2.3 t... Starting materials: O[C@H]1C[C@@H](N(C1)C(=O)OCC1=CC=C(C=C1)[N+](=O)[O-])C(=O)N1CCN(CC1)CCOC(=O)OCC1=CC=C(C=C1)[N+](=O)[O-] ((2R,4S)-4-hydroxy-2-{4-[2-(4-nitrobenzyloxycarbonyl)oxyethyl]-1-piperazinylcarbonyl}-1-(4-nitrobenzyloxycarbonyl)pyrrolidine), C1(=CC=CC=C1)P(C1=CC=CC=C1)C1=CC=CC=C1 (triphenylphosphine), SCC(=O)O (mercaptoacetic acid), N(=NC(=O)OCC)C(=O)OCC (diethyl azodicarboxylate), 57(ii). The solvent is O1CCCC1 (tetrahydrofuran), O1CCCC1 (tetrahydrofuran). Reaction conditions: time 10 minute. Yields the product C(C)(=O)S[C@@H]1C[C@@H](N(C1)C(=O)OCC1=CC=C(C=C1)[N+](=O)[O-])C(=O)N1CCN(CC1)CCOC(=O)OCC1=CC=C(C=C1)[N+](=O)[O-] ((2R,4R)-4-Acetylthio-2-{4-[2-(4-nitrobenzyloxycarbonyl)oxyethyl]-1-piperazinylcarbonyl}-1-(4-nitrobenzyloxycarbonyl)pyrrolidine). As a reaction SMILES: N(C(OCC)=O)=NC([O:5][CH2:6][CH3:7])=O.O[C@@H:14]1[CH2:18][N:17]([C:19]([O:21][CH2:22][C:23]2[CH:28]=[CH:27][C:26]([N+:29]([O-:31])=[O:30])=[CH:25][CH:24]=2)=[O:20])[C@@H:16]([C:32]([N:34]2[CH2:39][CH2:38][N:37]([CH2:40][CH2:41][O:42][C:43]([O:45][CH2:46][C:47]3[CH:52]=[CH:51][C:50]([N+:53]([O-:55])=[O:54])=[CH:49][CH:48]=3)=[O:44])[CH2:36][CH2:35]2)=[O:33])[CH2:15]1.C1(P(C2C=CC=CC=2)C2C=CC=CC=2)C=CC=CC=1.[SH:75]CC(O)=O>O1CCCC1>[C:6]([S:75][C@H:14]1[CH2:18][N:17]([C:19]([O:21][CH2:22][C:23]2[CH:28]=[CH:27][C:26]([N+:29]([O-:31])=[O:30])=[CH:25][CH:24]=2)=[O:20])[C@@H:16]([C:32]([N:34]2[CH2:39][CH2:38][N:37]([CH2:40][CH2:41][O:42][C:43]([O:45][CH2:46][C:47]3[CH:48]=[CH:49][C:50]([N+:53]([O-:55])=[O:54])=[CH:51][CH:52]=3)=[O:44])[CH2:36][CH2:35]2)=[O:33])[CH2:15]1)(=[O:5])[CH3:7]. Procedure details: A solution of 421 mg of diethyl azodicarboxylate in 1.2 ml of tetrahydrofuran was added dropwise, whilst ice-cooling, to a solution of 1.21 g of (2R,4S)-4-hydroxy-2-{4-[2-(4-nitrobenzyloxycarbonyl)oxyethyl]-1-piperazinylcarbonyl}-1-(4-nitrobenzyloxycarbonyl)pyrrolidine and 634 mg of triphenylphosphine in 8 ml of tetrahydrofuran, and the resulting mixture was stirred at the same temperature for 10 minutes. 171 μl of mercaptoacetic acid were then added dropwise to the mixture, and the mixture was ...